From a dataset of the Open Reaction Database (ORD), a public repository of structured organic reaction records. describe an organic reaction: reactants, conditions, products, and yield Reactants: solution, COC1=CC=C(C=C1)C=C1CC2=C(CC(=O)NC2=O)C=C1 (4-(4'-methoxyphenyl)methylenehomophthalimide), B(Br)(Br)Br (boron tribromide). The solvent is ClCCl (dichloromethane), ClCCl (dichloromethane). Run at temperature -78 celsius, time 1 hour. Product: OC1=CC=C(C=C1)C=C1CC2=C(CC(=O)NC2=O)C=C1 (4-(4'-hydroxyphenyl)methylenehomophthalimide). Yield: 69.6%. RXN SMILES: C[O:2][C:3]1[CH:8]=[CH:7][C:6]([CH:9]=[C:10]2[CH:21]=[CH:20][C:13]3[CH2:14][C:15]([NH:17][C:18](=[O:19])[C:12]=3[CH2:11]2)=[O:16])=[CH:5][CH:4]=1.B(Br)(Br)Br>ClCCl>[OH:2][C:3]1[CH:8]=[CH:7][C:6]([CH:9]=[C:10]2[CH:21]=[CH:20][C:13]3[CH2:14][C:15]([NH:17][C:18](=[O:19])[C:12]=3[CH2:11]2)=[O:16])=[CH:5][CH:4]=1. Reported procedure: To a stirred solution of 4-(4'-methoxyphenyl)methylenehomophthalimide (279 mg, 1 mmol) in anhydrous dichloromethane (10 ml) is added at -78° C. under nitrogen, over a period of 10 min, a 1.0M solution of boron tribromide in dichloromethane (3 ml, 3 mmol). The resulting mixture is stirred for another 1 h at -78° C. and then allowed to warm to room temperature. After stirring for 1.5 h at 20°-25° C. the mixture is cooled to -10° C. and then quenched by dropwise addition of water (10 ml) over a 10-... Starting materials: CCCC[N+](CCCC)(CCCC)CCCC, [F-], Cc1cc(CCC(=O)O)ccc1-c1noc(-c2cnc(N3CCC(F)(F)C3)c(C#C[Si](C)(C)C)c2)n1. Yields the product C#Cc1cc(-c2nc(-c3ccc(CCC(=O)O)cc3C)no2)cnc1N1CCC(F)(F)C1. RXN SMILES: [CH3:38][CH2:39][CH2:40][CH2:41][N+:42]([CH2:43][CH2:44][CH2:45][CH3:46])([CH2:47][CH2:48][CH2:49][CH3:50])[CH2:51][CH2:52][CH2:53][CH3:54].[F-:37].[F:1][C:2]1([F:36])[CH2:3][N:4]([c:7]2[c:8]([C:30]#[C:31][Si:32]([CH3:33])([CH3:34])[CH3:35])[cH:9][c:10](-[c:13]3[n:14][c:15](-[c:18]4[c:19]([CH3:29])[cH:20][c:21]([CH2:24][CH2:25][C:26](=[O:27])[OH:28])[cH:22][cH:23]4)[n:16][o:17]3)[cH:11][n:12]2)[CH2:5][CH2:6]1>>[F:1][C:2]1([F:36])[CH2:3][N:4]([c:7]2[c:8]([C:30]#[CH:31])[cH:9][c:10](-[c:13]3[n:14][c:15](-[c:18]4[c:19]([CH3:29])[cH:20][c:21]([CH2:24][CH2:25][C:26](=[O:27])[OH:28])[cH:22][cH:23]4)[n:16][o:17]3)[cH:11][n:12]2)[CH2:5][CH2:6]1. Reactants: CI, [H-], O=[N+]([O-])c1cccc2ncc(O)cc12, [Na+], CN(C)C=O, O. Product: COc1cnc2cccc([N+](=O)[O-])c2c1. RXN SMILES: [CH3:17][I:18].[H-:15].[N+:1](=[O:2])([O-:3])[c:4]1[c:5]2[cH:6][c:7]([OH:14])[cH:8][n:9][c:10]2[cH:11][cH:12][cH:13]1.[Na+:16].[O:20]=[CH:21][N:22]([CH3:23])[CH3:24].[OH2:19]>>[N+:1](=[O:2])([O-:3])[c:4]1[c:5]2[cH:6][c:7]([O:14][CH3:17])[cH:8][n:9][c:10]2[cH:11][cH:12][cH:13]1. The reactants are Cn1cc(-c2cccc(S(=O)(=O)n3ccc(C=CC(=O)NOC4CCCCO4)c3)c2)cn1, CO, Cl. Yields the product Cn1cc(-c2cccc(S(=O)(=O)n3ccc(C=CC(=O)NO)c3)c2)cn1. RXN SMILES: [CH3:1][n:2]1[n:3][cH:4][c:5](-[c:7]2[cH:8][c:9]([S:13](=[O:14])(=[O:15])[n:16]3[cH:17][c:18]([CH:21]=[CH:22][C:23](=[O:24])[NH:25][O:26][CH:27]4[CH2:28][CH2:29][CH2:30][CH2:31][O:32]4)[cH:19][cH:20]3)[cH:10][cH:11][cH:12]2)[cH:6]1.[CH3:34][OH:35].[ClH:33]>>[CH3:1][n:2]1[n:3][cH:4][c:5](-[c:7]2[cH:8][c:9]([S:13](=[O:14])(=[O:15])[n:16]3[cH:17][c:18]([CH:21]=[CH:22][C:23](=[O:24])[NH:25][OH:26])[cH:19][cH:20]3)[cH:10][cH:11][cH:12]2)[cH:6]1. The reactants are filtrate, C1=CC=C2C(=C1)C=CC3=C2C4=C(C=CC5=CC=CC=C54)OP(=O)(O3)O ((R)-(-)-1,1'-binaphthyl-2,2'-diyl hydrogen phosphate), C1=CC=C2C(=C1)C=CC3=C2C4=C(C=CC5=CC=CC=C54)OP(=O)(O3)O ((R)-(-)-1,1'-binaphthyl-2,2'-diyl hydrogen phosphate), COC(=O)[C@H]([C@@H]1CCCCN1)C2=CC=CC=C2.Cl (threo methylphenidate hydrochloride), 1A, Cl (hydrochloric acid). Product: COC(=O)[C@H]([C@H]1CCCCN1)C2=CC=CC=C2 (threo methylphenidate), phosphate salt. Reaction SMILES: [CH3:1][O:2][C:3]([C@@H:5]([C:12]1[CH:17]=[CH:16][CH:15]=[CH:14][CH:13]=1)[C@H:6]1[NH:11][CH2:10][CH2:9][CH2:8][CH2:7]1)=[O:4].Cl.C1C=C2C=CC3OP(O)(=O)OC4C=CC5C(C=4C=3C2=CC=1)=CC=CC=5.Cl>>[CH3:1][O:2][C:3]([C@@H:5]([C:12]1[CH:13]=[CH:14][CH:15]=[CH:16][CH:17]=1)[C@@H:6]1[NH:11][CH2:10][CH2:9][CH2:8][CH2:7]1)=[O:4] |f:0.1|. Reported procedure: As alluded to above, racemic threo methylphenidate hydrochloride is known and commercially available, as is the resolving agent employed in Steps 2 and 1A, viz., (R)-(-)-1,1'-binaphthyl-2,2'-diyl hydrogen phosphate. In the latter connection, another advantage of the process of the invention is that the resolving agent is recyclable. Thus, the (R)-(-)-1,1'-binaphthyl-2,2'-diyl hydrogen phosphate may be recovered by: 1) combining the sodium salt thereof obtained by basifying the filtrate from Step... Product: COc1ccc(-c2cc(C=O)c(C)s2)cn1. Starting materials: Cl, COc1ccc(-c2cc(C3OCCO3)c(C)s2)cn1, C1CCOC1, O. Reaction SMILES: [ClH:20].[O:1]1[CH:2]([c:6]2[cH:7][c:8](-[c:12]3[cH:13][cH:14][c:15]([O:18][CH3:19])[n:16][cH:17]3)[s:9][c:10]2[CH3:11])[O:5][CH2:4][CH2:3]1.[O:22]1[CH2:23][CH2:24][CH2:25][CH2:26]1.[OH2:21]>>[O:1]=[CH:2][c:6]1[cH:7][c:8](-[c:12]2[cH:13][cH:14][c:15]([O:18][CH3:19])[n:16][cH:17]2)[s:9][c:10]1[CH3:11]. Starting materials: C(C)(C)(C)NCC(CO)O (3-(t-butylamino)-1,2-propanediol), C(C1=CC=CC=C1)OC=1C=C(C(=O)O)C=CC1OCC1=CC=CC=C1 (3,4-dibenzyloxybenzoic acid), S(=O)(Cl)Cl (thionyl chloride). The solvent is N1=CC=CC=C1 (pyridine), C1(=CC=CC=C1)C (toluene), C1CCOC1 (THF), C1(=CC=CC=C1)C (toluene). Conditions: temperature 25 celsius, time 1 hour. The product is C(C1=CC=CC=C1)OC=1C=C(C(=O)OCC(CNC(C)(C)C)O)C=CC1OCC1=CC=CC=C1 (3-t-Butylamino-2-hydroxypropyl 3,4-dibenzyloxybenzoate). Yield: 107.9%. RXN SMILES: [CH2:1]([O:8][C:9]1[CH:10]=[C:11]([CH:15]=[CH:16][C:17]=1[O:18][CH2:19][C:20]1[CH:25]=[CH:24][CH:23]=[CH:22][CH:21]=1)[C:12]([OH:14])=[O:13])[C:2]1[CH:7]=[CH:6][CH:5]=[CH:4][CH:3]=1.S(Cl)(Cl)=O.[C:30]([NH:34][CH2:35][CH:36]([OH:39])[CH2:37]O)([CH3:33])([CH3:32])[CH3:31]>C1(C)C=CC=CC=1.C1COCC1.N1C=CC=CC=1>[CH2:1]([O:8][C:9]1[CH:10]=[C:11]([CH:15]=[CH:16][C:17]=1[O:18][CH2:19][C:20]1[CH:25]=[CH:24][CH:23]=[CH:22][CH:21]=1)[C:12]([O:14][CH2:37][CH:36]([OH:39])[CH2:35][NH:34][C:30]([CH3:33])([CH3:32])[CH3:31])=[O:13])[C:2]1[CH:3]=[CH:4][CH:5]=[CH:6][CH:7]=1. Procedure: To 20 g (0.06 mole) of the 3,4-dibenzyloxybenzoic acid in 200 ml of toluene was added 60 g (0.33 mole) of thionyl chloride. The reaction mixture was evaporated to dryness in vacuo to give a solid; m.p. 85°-86°. The solid was dissolved in 100 ml of dry THF and added dropwise into a solution of 17.7 g (0.06 mole) 3-(t-butylamino)-1,2-propanediol in 50 ml of pyridine and 50 ml of toluene. The reaction mixture was stirred for 1 hour at 25° C. and partitioned between ether and 5% K2CO3 solution. The ... Starting materials: C(C)N(C1=CC=C(C=C1)C=1SC(=CN1)[N+](=O)[O-])CC (N,N-diethyl-4-(5-nitrothiazol-2-yl)aniline). The reagents and catalysts are [Pd] (Pd/C). Run in CO (MeOH). Conditions: time 8 hour. The product is C(C)N(C1=CC=C(C=C1)C=1SC(=CN1)N)CC (2-(4-(diethylamino)phenyl)thiazol-5-amine). Yield: 68.9%. Reaction SMILES: [CH2:1]([N:3]([CH2:18][CH3:19])[C:4]1[CH:9]=[CH:8][C:7]([C:10]2[S:11][C:12]([N+:15]([O-])=O)=[CH:13][N:14]=2)=[CH:6][CH:5]=1)[CH3:2]>CO.[Pd]>[CH2:18]([N:3]([CH2:1][CH3:2])[C:4]1[CH:9]=[CH:8][C:7]([C:10]2[S:11][C:12]([NH2:15])=[CH:13][N:14]=2)=[CH:6][CH:5]=1)[CH3:19]. Procedure details: To a solution of N,N-diethyl-4-(5-nitrothiazol-2-yl)aniline (0.73 g, 2.64 mmol) in MeOH (30 mL) was added Pd/C (73 mg). The reaction mixture was stirred at rt under H2 overnight, then filtered. The filtrate was concentrated in vacuo. The residue was purified by a silica gel column chromatography (PE/EtOAc (V/V)=5:1) to give the title compound as a white solid (0.45 g, 69%). Reactants: CC(C)(C)OC(=O)N1CCCC1c1ncc(-c2ccc(B3OC(C)(C)C(C)(C)O3)cc2)[nH]1, COCCOC, CCOC(C)=O, CC(C)(C)OC(=O)N1CCCC1c1ncc(-c2cnc(Cl)nc2)n1COCC[Si](C)(C)C, [Na+], O=C([O-])O, O. Product: CC(C)(C)OC(=O)N1CCCC1c1ncc(-c2ccc(-c3ncc(-c4cnc(C5CCCN5C(=O)OC(C)(C)C)n4COCC[Si](C)(C)C)cn3)cc2)[nH]1. RXN SMILES: [CH3:1][C:2]1([CH3:3])[C:4]([CH3:5])([CH3:6])[O:7][B:8]([c:9]2[cH:10][cH:11][c:12](-[c:15]3[cH:16][n:17][c:18]([CH:20]4[N:21]([C:25](=[O:26])[O:27][C:28]([CH3:29])([CH3:30])[CH3:31])[CH2:22][CH2:23][CH2:24]4)[nH:19]3)[cH:13][cH:14]2)[O:32]1.[CH3:70][O:71][CH2:72][CH2:73][O:74][CH3:75].[CH3:76][CH2:77][O:78][C:79](=[O:80])[CH3:81].[Cl:33][c:34]1[n:35][cH:36][c:37](-[c:40]2[cH:41][n:42][c:43]([CH:53]3[N:54]([C:58](=[O:59])[O:60][C:61]([CH3:62])([CH3:63])[CH3:64])[CH2:55][CH2:56][CH2:57]3)[n:44]2[CH2:45][O:46][CH2:47][CH2:48][Si:49]([CH3:50])([CH3:51])[CH3:52])[cH:38][n:39]1.[Na+:69].[O-:65][C:66]([OH:67])=[O:68].[OH2:82]>>[c:9]1(-[c:34]2[n:35][cH:36][c:37](-[c:40]3[cH:41][n:42][c:43]([CH:53]4[N:54]([C:58](=[O:59])[O:60][C:61]([CH3:62])([CH3:63])[CH3:64])[CH2:55][CH2:56][CH2:57]4)[n:44]3[CH2:45][O:46][CH2:47][CH2:48][Si:49]([CH3:50])([CH3:51])[CH3:52])[cH:38][n:39]2)[cH:10][cH:11][c:12](-[c:15]2[cH:16][n:17][c:18]([CH:20]3[N:21]([C:25](=[O:26])[O:27][C:28]([CH3:29])([CH3:30])[CH3:31])[CH2:22][CH2:23][CH2:24]3)[nH:19]2)[cH:13][cH:14]1. The reactants are C(C)OC(C(CC1=CC=C(C=C1)O)(OC1=CC=CC=C1)C)=O (3-(4-hydroxyphenyl)-2-methyl-2-phenoxy-propionic acid ethyl ester), BrC=1C=C(C=CC1)C=1OC(=C(N1)CCOS(=O)(=O)C1=CC=C(C=C1)C)C (toluene-4-sulfonic acid 2-[2-(3-bromophenyl)-5-methyloxazol-4-yl]ethyl ester). The solvent is CCOC(=O)C (EtOAc), hexanes. Product: C(C)OC(C(CC1=CC=C(C=C1)OCCC=1N=C(OC1C)C1=CC(=CC=C1)Br)(OC1=CC=CC=C1)C)=O (3-(4-{2-[2-(3-Bromophenyl)-5-methyloxazol-4-yl]ethoxy}phenyl)-2-methyl-2-phenoxypropionic acid ethyl ester). As a reaction SMILES: [CH2:1]([O:3][C:4](=[O:22])[C:5]([CH3:21])([O:14][C:15]1[CH:20]=[CH:19][CH:18]=[CH:17][CH:16]=1)[CH2:6][C:7]1[CH:12]=[CH:11][C:10]([OH:13])=[CH:9][CH:8]=1)[CH3:2].[Br:23][C:24]1[CH:25]=[C:26]([C:30]2[O:31][C:32]([CH3:48])=[C:33]([CH2:35][CH2:36]OS(C3C=CC(C)=CC=3)(=O)=O)[N:34]=2)[CH:27]=[CH:28][CH:29]=1>CCOC(C)=O>[CH2:1]([O:3][C:4](=[O:22])[C:5]([CH3:21])([O:14][C:15]1[CH:20]=[CH:19][CH:18]=[CH:17][CH:16]=1)[CH2:6][C:7]1[CH:12]=[CH:11][C:10]([O:13][CH2:36][CH2:35][C:33]2[N:34]=[C:30]([C:26]3[CH:27]=[CH:28][CH:29]=[C:24]([Br:23])[CH:25]=3)[O:31][C:32]=2[CH3:48])=[CH:9][CH:8]=1)[CH3:2]. Procedure details: This compound was prepared according to the procedure in Example 1, part D, using 3-(4-hydroxyphenyl)-2-methyl-2-phenoxy-propionic acid ethyl ester (551.5 mg, 1.84 mmol) and toluene-4-sulfonic acid 2-[2-(3-bromophenyl)-5-methyloxazol-4-yl]ethyl ester (1.04 g, 2.39 mmol): Rf=0.54 in 1:4 EtOAc:hexanes; 1H NMR (400 MHz, CDCl3) δ 8.14 (s, 1H), 7.92 (d, J=8.0 Hz, 1H), 7.52 (d, J=8.0 Hz, 1H), 7.30 (t, J=7.6 Hz, 1H), 7.21 (t, J=7.6 Hz, 2H), 7.15 (d, J=8.4 Hz, 2H), 6.98-6.95 (m, 1H), 6.82 (d, J=8.4 Hz, ...